This data is from the Open Reaction Database (ORD), a public repository of structured organic reaction records. The task is: describe an organic reaction: reactants, conditions, products, and yield The reactants are C(CCC)C1=NC2=C(N1CC1=CC=C(C=C1)C=1C(=CC=CC1)C(=O)OC(C)(C)C)C=C(C=C2)NC(=O)OC2CCCCC2 (tert.butyl 4'-[(2-n-butyl-6-cyclohexyloxycarbonylamino-benzimidazol-1-yl)-methyl]biphenyl-2-carboxylate), FC(C(=O)O)(F)F (trifluoroacetic acid). The solvent is C(Cl)Cl (methylene chloride). Yields the product C(CCC)C1=NC2=C(N1CC1=CC=C(C=C1)C=1C(=CC=CC1)C(=O)O)C=C(C=C2)NC(=O)OC2CCCCC2 (4'-[(2-n-Butyl-6-cyclohexyloxycarbonylamino-benzimidazol-1-yl)-methyl]biphenyl-2-carboxylic acid). As a reaction SMILES: [CH2:1]([C:5]1[N:9]([CH2:10][C:11]2[CH:16]=[CH:15][C:14]([C:17]3[C:18]([C:23]([O:25]C(C)(C)C)=[O:24])=[CH:19][CH:20]=[CH:21][CH:22]=3)=[CH:13][CH:12]=2)[C:8]2[CH:30]=[C:31]([NH:34][C:35]([O:37][CH:38]3[CH2:43][CH2:42][CH2:41][CH2:40][CH2:39]3)=[O:36])[CH:32]=[CH:33][C:7]=2[N:6]=1)[CH2:2][CH2:3][CH3:4].FC(F)(F)C(O)=O>C(Cl)Cl>[CH2:1]([C:5]1[N:9]([CH2:10][C:11]2[CH:16]=[CH:15][C:14]([C:17]3[C:18]([C:23]([OH:25])=[O:24])=[CH:19][CH:20]=[CH:21][CH:22]=3)=[CH:13][CH:12]=2)[C:8]2[CH:30]=[C:31]([NH:34][C:35]([O:37][CH:38]3[CH2:43][CH2:42][CH2:41][CH2:40][CH2:39]3)=[O:36])[CH:32]=[CH:33][C:7]=2[N:6]=1)[CH2:2][CH2:3][CH3:4]. Procedure details: Prepared in analogous manner to Example 9 from tert.butyl 4'-[(2-n-butyl-6-cyclohexyloxycarbonylamino-benzimidazol-1-yl)-methyl]biphenyl-2-carboxylate and trifluoroacetic acid in methylene chloride. Reactants: CCCCCC(=O)Cl, ClCCl, COC(=O)c1ccc(CN2CCOc3ccc(N)cc32)c(OC)c1. Yields the product CCCCCC(=O)Nc1ccc2c(c1)N(Cc1ccc(C(=O)OC)cc1OC)CCO2. RXN SMILES: [C:1]([CH2:2][CH2:3][CH2:4][CH2:5][CH3:6])(=[O:7])[Cl:8].[Cl:33][CH2:34][Cl:35].[NH2:9][c:10]1[cH:11][cH:12][c:13]2[c:14]([cH:32]1)[N:15]([CH2:19][c:20]1[c:21]([O:30][CH3:31])[cH:22][c:23]([C:24](=[O:25])[O:26][CH3:27])[cH:28][cH:29]1)[CH2:16][CH2:17][O:18]2>>[C:1]([CH2:2][CH2:3][CH2:4][CH2:5][CH3:6])(=[O:7])[NH:9][c:10]1[cH:11][cH:12][c:13]2[c:14]([cH:32]1)[N:15]([CH2:19][c:20]1[c:21]([O:30][CH3:31])[cH:22][c:23]([C:24](=[O:25])[O:26][CH3:27])[cH:28][cH:29]1)[CH2:16][CH2:17][O:18]2. Reactants: CC1=NC2=C(N1)C=C(C=C2)C=2C=CC1=C(CN(CCO1)C1=NC=NC3=C(C(=CC=C13)OCC1=CC=CC=C1)OC)C2 (7-(2-methyl-1H-benzimidazol-6-yl)-4-{8-(methyloxy)-7-[(phenylmethyl)oxy]quinazolin-4-yl}-2,3,4,5-tetrahydro-1,4-benzoxazepine), C(C(C)C)Br (isobutyl bromide). Product: CC1=NC2=C(N1)C=C(C=C2)C=2C=CC1=C(CN(CCO1)C1=NC=NC3=C(C(=CC=C13)OCC(C)C)OC)C2 (7-(2-methyl-1H-benzimidazol-6-yl)-4-{8-(methyloxy)-7-[(2-methylpropyl)oxy]quinazolin-4-yl}-2,3,4,5-tetrahydro-1,4-benzoxazepine). RXN SMILES: [CH3:1][C:2]1[NH:6][C:5]2[CH:7]=[C:8]([C:11]3[CH:12]=[CH:13][C:14]4[O:20][CH2:19][CH2:18][N:17]([C:21]5[C:30]6[C:25](=[C:26]([O:39][CH3:40])[C:27]([O:31][CH2:32][C:33]7[CH:38]=CC=C[CH:34]=7)=[CH:28][CH:29]=6)[N:24]=[CH:23][N:22]=5)[CH2:16][C:15]=4[CH:41]=3)[CH:9]=[CH:10][C:4]=2[N:3]=1.C(Br)C(C)C>>[CH3:1][C:2]1[NH:6][C:5]2[CH:7]=[C:8]([C:11]3[CH:12]=[CH:13][C:14]4[O:20][CH2:19][CH2:18][N:17]([C:21]5[C:30]6[C:25](=[C:26]([O:39][CH3:40])[C:27]([O:31][CH2:32][CH:33]([CH3:38])[CH3:34])=[CH:28][CH:29]=6)[N:24]=[CH:23][N:22]=5)[CH2:16][C:15]=4[CH:41]=3)[CH:9]=[CH:10][C:4]=2[N:3]=1. Procedure: Synthesized according to the method of example 10 using 7-(2-methyl-1H-benzimidazol-6-yl)-4-{8-(methyloxy)-7-[(phenylmethyl)oxy]quinazolin-4-yl}-2,3,4,5-tetrahydro-1,4-benzoxazepine (example 1) in step 1 and isobutyl bromide in step 2. 1H NMR (400 MHz, d6-DMSO): 8.48 (s, 1H), 7.96 (s, 1H), 7.83 (m, 3H), 7.63 (d, 1H), 7.52 (d, 1H), 7.04 (d, 1H), 5.46 (s, 2H), 4.65 (br s, 3H) 4.53 (br s, 2H), 4.07 (d, 2H), 3.92 (s, 3H), 2.79 (s, 3H), 2.13 (m, 1H), 1.04 (d, 6H); MS (EI) for C30H31N5O3: 510 (MH+). The reactants are C1CCOC1, COC(=O)c1cc(C#CCOC2CCCCO2)c(C(F)(F)F)cc1N. The product is COC(=O)c1cc(CCCOC2CCCCO2)c(C(F)(F)F)cc1N. Reaction SMILES: [CH2:26]1[O:27][CH2:28][CH2:29][CH2:30]1.[CH3:1][O:2][C:3]([c:4]1[c:5]([NH2:24])[cH:6][c:7]([C:20]([F:21])([F:22])[F:23])[c:8]([C:10]#[C:11][CH2:12][O:13][CH:14]2[O:15][CH2:16][CH2:17][CH2:18][CH2:19]2)[cH:9]1)=[O:25]>>[CH3:1][O:2][C:3]([c:4]1[c:5]([NH2:24])[cH:6][c:7]([C:20]([F:21])([F:22])[F:23])[c:8]([CH2:10][CH2:11][CH2:12][O:13][CH:14]2[O:15][CH2:16][CH2:17][CH2:18][CH2:19]2)[cH:9]1)=[O:25]. Reactants: CCN=C=NCCCN(C)C, CNOC, CN(C)c1ccncc1, CCN(C(C)C)C(C)C, COc1cc(N2CCC(C(=O)O)CC2)ccc1Cl, ClCCl, Cl, Cl. Yields the product COc1cc(N2CCC(C(=O)N(C)OC)CC2)ccc1Cl. RXN SMILES: [CH2:25]([N:26]=[C:27]=[N:28][CH2:29][CH2:30][CH2:31][N:32]([CH3:33])[CH3:34])[CH3:35].[CH3:20][NH:21][O:22][CH3:23].[CH3:45][N:46]([CH3:47])[c:48]1[cH:49][cH:50][n:51][cH:52][cH:53]1.[CH:36]([N:37]([CH2:38][CH3:39])[CH:40]([CH3:41])[CH3:42])([CH3:43])[CH3:44].[Cl:1][c:2]1[c:3]([O:17][CH3:18])[cH:4][c:5]([N:8]2[CH2:9][CH2:10][CH:11]([C:14](=[O:15])[OH:16])[CH2:12][CH2:13]2)[cH:6][cH:7]1.[Cl:54][CH2:55][Cl:56].[ClH:19].[ClH:24]>>[Cl:1][c:2]1[c:3]([O:17][CH3:18])[cH:4][c:5]([N:8]2[CH2:9][CH2:10][CH:11]([C:14](=[O:16])[N:21]([CH3:20])[O:22][CH3:23])[CH2:12][CH2:13]2)[cH:6][cH:7]1. Reactants: C1(=CC=CC=C1)C(=O)C(O)C1=CC=CC=C1 (benzoin), BrC1=CC=C(C=C1)S(=O)(=O)Cl (p-bromobenzenesulfonyl chloride), [OH-].[Na+] (NaOH). The solvent is O1CCCC1 (tetrahydrofuran), O (water). Product: BrC1=CC=C(C=C1)S(=O)(=O)O.C1(=CC=CC=C1)C(=O)C(O)C1=CC=CC=C1 (Benzoin p-bromobenzenesulfonate). As a reaction SMILES: [C:1]1([C:7]([CH:9]([C:11]2[CH:16]=[CH:15][CH:14]=[CH:13][CH:12]=2)[OH:10])=[O:8])[CH:6]=[CH:5][CH:4]=[CH:3][CH:2]=1.[Br:17][C:18]1[CH:23]=[CH:22][C:21]([S:24](Cl)(=[O:26])=[O:25])=[CH:20][CH:19]=1.[OH-].[Na+]>O1CCCC1.O>[Br:17][C:18]1[CH:23]=[CH:22][C:21]([S:24]([OH:26])(=[O:8])=[O:25])=[CH:20][CH:19]=1.[C:1]1([C:7]([CH:9]([C:11]2[CH:16]=[CH:15][CH:14]=[CH:13][CH:12]=2)[OH:10])=[O:8])[CH:2]=[CH:3][CH:4]=[CH:5][CH:6]=1 |f:2.3,6.7|. Reported procedure: The analogous reaction of 0.1 mole of benzoin with 0.105 mole of p-bromobenzenesulfonyl chloride in 30 ml of tetrahydrofuran and 5 ml of water with the addition of 0.11 mole of 30% NaOH yields the same compound. The reactants are O (water), BrC1=CC=C(N)C=C1 (4-Bromoaniline), FC1=C(C=CC(=C1)F)B(O)O ((2,4-difluorophenyl)boronic acid), C(=O)([O-])[O-].[K+].[K+] (K2CO3). Reagents/catalysts: C1=CC=C(C=C1)P([C-]2C=CC=C2)C3=CC=CC=C3.C1=CC=C(C=C1)P([C-]2C=CC=C2)C3=CC=CC=C3.Cl[Pd]Cl.[Fe+2] (Pd(dppf)Cl2). Solvent: O1CCOCC1 (1,4-dioxane), CCOC(=O)C (EtOAc). Product: FC1=C(C=CC(=C1)F)C1=CC=C(C=C1)N (2′,4′-difluoro-[1,1′-biphenyl]-4-amine). As a reaction SMILES: Br[C:2]1[CH:8]=[CH:7][C:5]([NH2:6])=[CH:4][CH:3]=1.[F:9][C:10]1[CH:15]=[C:14]([F:16])[CH:13]=[CH:12][C:11]=1B(O)O.C([O-])([O-])=O.[K+].[K+].O>O1CCOCC1.CCOC(C)=O.C1C=CC(P(C2C=CC=CC=2)[C-]2C=CC=C2)=CC=1.C1C=CC(P(C2C=CC=CC=2)[C-]2C=CC=C2)=CC=1.Cl[Pd]Cl.[Fe+2]>[F:9][C:10]1[CH:15]=[C:14]([F:16])[CH:13]=[CH:12][C:11]=1[C:2]1[CH:8]=[CH:7][C:5]([NH2:6])=[CH:4][CH:3]=1 |f:2.3.4,8.9.10.11|. Procedure details: 4-Bromoaniline (2.0 g, 11.6 mmol), (2,4-difluorophenyl)boronic acid (2.1 g, 13.4 mmol), Pd(dppf)Cl2 (952 mg, 1.2 mmol), and K2CO3 (3.2 g, 23.3 mmol) were dissolved in 1,4-dioxane (80 mL) and water (20 mL) and the resulting mixture was heated to 80° C. After 16 h the resulting mixture was cooled to room temperature, diluted with EtOAc, washed with water and brine, dried (Na2SO4), and dry packed onto silica gel. Column chromatography yielded the title compound. The reactants are ClC1=C(C=C(CNC(CC(F)(F)F)=O)C=C1)CO (N-(4-chloro-3-hydroxymethyl-benzyl)-3,3,3-trifluoro-propionamide). Reagents/catalysts: O=[Mn]=O (MnO2), O=[Mn]=O (MnO2). Run in CC#N (CH3CN). Run at time 3 hour. Product: ClC1=C(C=C(CNC(CC(F)(F)F)=O)C=C1)C=O (N-(4-Chloro-3-formyl-benzyl)-3,3,3-trifluoro-propionamide). The yield is 100.5%. Reaction SMILES: [Cl:1][C:2]1[CH:16]=[CH:15][C:5]([CH2:6][NH:7][C:8](=[O:14])[CH2:9][C:10]([F:13])([F:12])[F:11])=[CH:4][C:3]=1[CH2:17][OH:18]>CC#N.O=[Mn]=O>[Cl:1][C:2]1[CH:16]=[CH:15][C:5]([CH2:6][NH:7][C:8](=[O:14])[CH2:9][C:10]([F:13])([F:12])[F:11])=[CH:4][C:3]=1[CH:17]=[O:18]. Procedure: MnO2 (1.44 g, 14.9 mmol) was added to a sol. of N-(4-chloro-3-hydroxymethyl-benzyl)-3,3,3-trifluoro-propionamide (841 mg, 2.99 mmol) in CH3CN (60 mL). The mixture was stirred at rt for 3 h. MnO2 (1.44 g, 14.9 mmol) was added again, and the mixture was stirred for 90 min. The mixture was filtered over Celite, and the precipitate was washed with CH3CN and CH2Cl2. The solvents were removed under reduced pressure, and the residue was dried under high vacuum, yielding the crude title compound (840 mg...